The task is: describe an organic reaction: reactants, conditions, products, and yield. This data is from the Open Reaction Database (ORD), a public repository of structured organic reaction records. The reactants are CC(C)(C)OC(=O)N1CCCC(C(=O)O)C1, CCN=C=NCCCN(C)C, CCN(C(C)C)C(C)C, ClCCl, CN(C)C=O, On1nnc2ccccc21, c1ccc(C2CCCCN2)cc1. The product is CC(C)(C)OC(=O)N1CCCC(C(=O)N2CCCCC2c2ccccc2)C1. As a reaction SMILES: [C:1]([CH3:2])([CH3:3])([CH3:4])[O:5][C:6](=[O:7])[N:8]1[CH2:9][CH:10]([C:14](=[O:15])[OH:16])[CH2:11][CH2:12][CH2:13]1.[CH3:38][CH2:39][N:40]=[C:41]=[N:42][CH2:43][CH2:44][CH2:45][N:46]([CH3:47])[CH3:48].[CH:29]([N:30]([CH2:31][CH3:32])[CH:33]([CH3:34])[CH3:35])([CH3:36])[CH3:37].[Cl:64][CH2:65][Cl:66].[O:59]=[CH:60][N:61]([CH3:62])[CH3:63].[OH:49][n:50]1[c:51]2[c:52]([cH:53][cH:54][cH:55][cH:56]2)[n:57][n:58]1.[c:17]1([CH:23]2[NH:24][CH2:25][CH2:26][CH2:27][CH2:28]2)[cH:18][cH:19][cH:20][cH:21][cH:22]1>>[C:1]([CH3:2])([CH3:3])([CH3:4])[O:5][C:6](=[O:7])[N:8]1[CH2:9][CH:10]([C:14](=[O:16])[N:24]2[CH:23]([c:17]3[cH:18][cH:19][cH:20][cH:21][cH:22]3)[CH2:28][CH2:27][CH2:26][CH2:25]2)[CH2:11][CH2:12][CH2:13]1.